From a dataset of the Open Reaction Database (ORD), a public repository of structured organic reaction records. describe an organic reaction: reactants, conditions, products, and yield The reactants are ClC1=CC=C2C=CC(=NC2=C1)C=1OC2=C(C1)C=C(C=C2)CO (7-chloro-2-(5-hydroxymethylbenzofuran-2-yl)quinoline), S(=O)(Cl)Cl (thionyl chloride), C(O)([O-])=O.[Na+] (sodium hydrogen carbonate). The solvent is C(Cl)(Cl)Cl (chloroform). Yields the product ClC1=CC=C2C=CC(=NC2=C1)C=1OC2=C(C1)C=C(C=C2)CCl (7-chloro-2-(5-chloromethylbenzofuran-2-yl)quinoline). The yield is 110.9%. Reaction SMILES: [Cl:1][C:2]1[CH:11]=[C:10]2[C:5]([CH:6]=[CH:7][C:8]([C:12]3[O:13][C:14]4[CH:20]=[CH:19][C:18]([CH2:21]O)=[CH:17][C:15]=4[CH:16]=3)=[N:9]2)=[CH:4][CH:3]=1.S(Cl)([Cl:25])=O.C(=O)([O-])O.[Na+]>C(Cl)(Cl)Cl>[Cl:1][C:2]1[CH:11]=[C:10]2[C:5]([CH:6]=[CH:7][C:8]([C:12]3[O:13][C:14]4[CH:20]=[CH:19][C:18]([CH2:21][Cl:25])=[CH:17][C:15]=4[CH:16]=3)=[N:9]2)=[CH:4][CH:3]=1 |f:2.3|. Procedure: A mixture of 7-chloro-2-(5-hydroxymethylbenzofuran-2-yl)quinoline (0.40 g) and thionyl chloride (0.30 g) in chloroform (20 ml) was stirred under reflux for 1 hour. After being cooled, the resulting mixture was adjusted to pH 7 with aqueous sodium hydrogen carbonate. The organic layer was washed with brine, dried over magnesium sulfate and concentrated under reduced pressure to give 7-chloro-2-(5-chloromethylbenzofuran-2-yl)quinoline (0.47 g). Reactants: C(C)OC(=O)C1CC2=C(N=CNC2=O)CN1C(=O)OC(C)(C)C (4-oxo-4,5,6,8-tetrahydro-3H-pyrido[3,4-d]pyrimidine-6,7-dicarboxylic acid 7-tert-butyl ester 6-ethyl ester), C(C)OC(=O)C1CC=2N=CNC(C2CN1C(=O)OC(C)(C)C)=O (4-Oxo-3,5,7,8-tetrahydro-4H-pyrido[4,3-d]pyrimidine-6,7-dicarboxylic acid 6-tert-butyl ester 7-ethyl ester), C(Cl)(Cl)(Cl)Cl (carbon tetrachloride), C1(=CC=CC=C1)P(C1=CC=CC=C1)C1=CC=CC=C1 (triphenylphosphine). The solvent is ClCCCl (DCE). The product is C(C)OC(=O)C1CC2=C(N=CN=C2Cl)CN1C(=O)OC(C)(C)C (4-Chloro-5,8-dihydro-6H-pyrido[3,4-d]pyrimidine-6,7-dicarboxylic acid 7-tert-butyl ester 6-ethyl ester), C(C)OC(=O)C1CC=2N=CN=C(C2CN1C(=O)OC(C)(C)C)Cl (4-chloro-7,8-dihydro-5H-pyrido[4,3-d]pyrimidine-6,7-dicarboxylic acid 6-tert-butyl ester 7-ethyl ester). Reaction SMILES: [CH2:1]([O:3][C:4]([CH:6]1[N:16]([C:17]([O:19][C:20]([CH3:23])([CH3:22])[CH3:21])=[O:18])[CH2:15][C:9]2[N:10]=[CH:11][NH:12][C:13](=O)[C:8]=2[CH2:7]1)=[O:5])[CH3:2].[CH2:24]([O:26][C:27]([CH:29]1[N:38]([C:39]([O:41][C:42]([CH3:45])([CH3:44])[CH3:43])=[O:40])[CH2:37][C:36]2C(=O)[NH:34][CH:33]=[N:32][C:31]=2[CH2:30]1)=[O:28])[CH3:25].[C:47]([Cl:51])(Cl)(Cl)[Cl:48].C1(P(C2C=CC=CC=2)C2C=CC=CC=2)C=CC=CC=1>ClCCCl>[CH2:1]([O:3][C:4]([CH:6]1[N:16]([C:17]([O:19][C:20]([CH3:23])([CH3:22])[CH3:21])=[O:18])[CH2:15][C:9]2[N:10]=[CH:11][N:12]=[C:13]([Cl:48])[C:8]=2[CH2:7]1)=[O:5])[CH3:2].[CH2:24]([O:26][C:27]([CH:29]1[N:38]([C:39]([O:41][C:42]([CH3:43])([CH3:45])[CH3:44])=[O:40])[CH2:37][C:36]2[C:47]([Cl:51])=[N:34][CH:33]=[N:32][C:31]=2[CH2:30]1)=[O:28])[CH3:25]. Reported procedure: To a solution of the mixture of 4-oxo-4,5,6,8-tetrahydro-3H-pyrido[3,4-d]pyrimidine-6,7-dicarboxylic acid 7-tert-butyl ester 6-ethyl ester and 4-Oxo-3,5,7,8-tetrahydro-4H-pyrido[4,3-d]pyrimidine-6,7-dicarboxylic acid 6-tert-butyl ester 7-ethyl ester (1.5 g, 4.64 mmol) in DCE (25 mL), carbon tetrachloride (1.34 mL, 13.9 mmol) and triphenylphosphine (2.43 g, 9.28 mmol) are added. The reaction is heated at reflux and after completion of reaction as judged by LCMS. The solvents are removed and the p... Reactants: [Na+], C1CCOC1, [OH-], O, O=C1Cc2cccn2-c2ccccc2N1. Product: c1ccc2c(c1)NCCc1cccn1-2. Reaction SMILES: [Na+:18].[O:19]1[CH2:20][CH2:21][CH2:22][CH2:23]1.[OH-:17].[OH2:16].[cH:1]1[cH:2][cH:3][cH:4][c:5]2[c:11]1-[n:10]1[c:9]([cH:14][cH:13][cH:12]1)[CH2:8][C:7](=[O:15])[NH:6]2>>[cH:1]1[cH:2][cH:3][cH:4][c:5]2[c:11]1-[n:10]1[c:9]([cH:14][cH:13][cH:12]1)[CH2:8][CH2:7][NH:6]2. Starting materials: CCOCC, CO, Cl, CC(C)(C)OC(=O)CN1CCN(c2nc(C3=NOC(c4ccccc4)C3)cs2)CC1. Yields the product Cl, c1ccc(C2CC(c3csc(N4CCNCC4)n3)=NO2)cc1. Reaction SMILES: [CH3:32][CH2:33][O:34][CH2:35][CH3:36].[CH3:37][OH:38].[ClH:31].[c:1]1([CH:7]2[CH2:8][C:9]([c:12]3[n:13][c:14]([N:17]4[CH2:18][CH2:19][N:20]([CH2:23][C:24]([O:25][C:26]([CH3:27])([CH3:28])[CH3:29])=[O:30])[CH2:21][CH2:22]4)[s:15][cH:16]3)=[N:10][O:11]2)[cH:2][cH:3][cH:4][cH:5][cH:6]1>>[ClH:31].[c:1]1([CH:7]2[CH2:8][C:9]([c:12]3[n:13][c:14]([N:17]4[CH2:18][CH2:19][NH:20][CH2:21][CH2:22]4)[s:15][cH:16]3)=[N:10][O:11]2)[cH:2][cH:3][cH:4][cH:5][cH:6]1. The reactants are CC1=CC=2C3=C(NC2C=C1)C1CCN(C3)CC1 (9-methyl-3,4,5,6-tetrahydro-1H-2,5-ethanoazepino[4,3-b]indole), C(#N)[BH3-].[Na+] (sodium cyanoborohydride). Run in FC(C(=O)O)(F)F (trifluoroacetic acid), CO (methanol), CO (methanol). Product: CC1=CC=2[C@@H]3[C@H](NC2C=C1)C1CCN(C3)CC1 ((5aR*,10bS*)-9-methyl-3,4,5,5a,6,10b-hexahydro-1H-2,5-ethanoazepino[4,3-b]indole). RXN SMILES: [CH3:1][C:2]1[CH:10]=[CH:9][C:8]2[NH:7][C:6]3[CH:11]4[CH2:17][CH2:16][N:14]([CH2:15][C:5]=3[C:4]=2[CH:3]=1)[CH2:13][CH2:12]4.C([BH3-])#N.[Na+]>FC(F)(F)C(O)=O.CO>[CH3:1][C:2]1[CH:10]=[CH:9][C:8]2[NH:7][C@@H:6]3[CH:11]4[CH2:12][CH2:13][N:14]([CH2:15][C@@H:5]3[C:4]=2[CH:3]=1)[CH2:16][CH2:17]4 |f:1.2|. Reported procedure: A solution of 9-methyl-3,4,5,6-tetrahydro-1H-2,5-ethanoazepino[4,3-b]indole (1.2 g, 5.3 mmol; Example 2B) in trifluoroacetic acid (20 mL) was cooled to −30° C. A solution of sodium cyanoborohydride (1.75 g, 26.5 mmol; Aldrich) in methanol (6.5 mL) was added dropwise over a period of 30 minutes. The reaction mixture was allowed to slowly warm to ambient temperature over a period of 30 minutes, then diluted with methanol (60 mL) and concentrated under vacuum. The residue was purified by preparativ... Yields the product FC1=C(COC2(COC(OC2)C)C)C=CC=C1 (5-(2-Fluorobenzyloxy)-2,5-dimethyl-1,3-dioxane). Reported procedure: Using the procedure of Example 51, 2-(2-fluorobenzyloxy)-2-methyl-1,3-propanediol and acetaldehyde were reacted, using hexane as solvent to give, after separation by column chromatography, t-5-(2-fluorobenzyloxy)-r-2-methyl-5-methyl-1,3-dioxane, nD25 1.4902, and c-5-(2-fluorobenzyloxy)-r-2-methyl-5-methyl-1,3-dioxane, nD25 1.4939. The ir and nmr spectra were consistent with the assigned structures. The solvent is CCCCCC (hexane). Reaction SMILES: [F:1][C:2]1[CH:15]=[CH:14][CH:13]=[CH:12][C:3]=1[CH2:4][O:5][C:6]([CH3:11])([CH2:9][OH:10])[CH2:7][OH:8].[CH:16](=O)[CH3:17]>CCCCCC>[F:1][C:2]1[CH:15]=[CH:14][CH:13]=[CH:12][C:3]=1[CH2:4][O:5][C:6]1([CH3:11])[CH2:9][O:10][CH:16]([CH3:17])[O:8][CH2:7]1. The reactants are FC1=C(COC(CO)(CO)C)C=CC=C1 (2-(2-fluorobenzyloxy)-2-methyl-1,3-propanediol), C(C)=O (acetaldehyde). Starting materials: CCNC(=O)Nc1nc2cc(-c3cccnc3)cc(C(=O)OC)n2n1, CN, CCO. Yields the product CCNC(=O)Nc1nc2cc(-c3cccnc3)cc(C(=O)NC)n2n1. Reaction SMILES: [CH3:1][O:2][C:3](=[O:4])[c:5]1[cH:6][c:7](-[c:20]2[cH:21][n:22][cH:23][cH:24][cH:25]2)[cH:8][c:9]2[n:10]1[n:11][c:12]([NH:14][C:15](=[O:16])[NH:17][CH2:18][CH3:19])[n:13]2.[CH3:26][NH2:27].[CH3:28][CH2:29][OH:30]>>[O:2]=[C:3]([c:5]1[cH:6][c:7](-[c:20]2[cH:21][n:22][cH:23][cH:24][cH:25]2)[cH:8][c:9]2[n:10]1[n:11][c:12]([NH:14][C:15](=[O:16])[NH:17][CH2:18][CH3:19])[n:13]2)[NH:27][CH3:26]. The reactants are Crude mixture, C(C1=CC=CC=C1)(C1=CC=CC=C1)(C1=CC=CC=C1)OCC(C=C)O (1-(trityloxy)but-3-en-2-ol), [OH-].[Na+] (NaOH), BrCC(=O)OC(C)(C)C (tert-Butyl bromoacetate), O (Water), O (Water), BrCC(=O)OC(C)(C)C (tert-butyl bromoacetate). The reagents and catalysts are S(=O)(=O)(O)[O-].C(CCC)[N+](CCCC)(CCCC)CCCC (tetrabutylammonium hydrogen sulfate). The solvent is C1(=CC=CC=C1)C (toluene), COC(C)(C)C (2-methoxy-2-methylpropane), CCCCCCC.CCOC(=O)C (Heptane EtOAc), C1(=CC=CC=C1)C (toluene). Reaction conditions: temperature 0 celsius, time 8 hour. Yields the product C(C1=CC=CC=C1)(C1=CC=CC=C1)(C1=CC=CC=C1)OCC(C=C)OCC(=O)OC(C)(C)C (tert-butyl 2-((1-(trityloxy)but-3-en-2-yl)oxy)acetate). RXN SMILES: [OH-].[Na+].[C:3]([O:22][CH2:23][CH:24]([OH:27])[CH:25]=[CH2:26])([C:16]1[CH:21]=[CH:20][CH:19]=[CH:18][CH:17]=1)([C:10]1[CH:15]=[CH:14][CH:13]=[CH:12][CH:11]=1)[C:4]1[CH:9]=[CH:8][CH:7]=[CH:6][CH:5]=1.Br[CH2:29][C:30]([O:32][C:33]([CH3:36])([CH3:35])[CH3:34])=[O:31].O>S([O-])(O)(=O)=O.C([N+](CCCC)(CCCC)CCCC)CCC.C1(C)C=CC=CC=1.CCCCCCC.CCOC(C)=O.COC(C)(C)C>[C:3]([O:22][CH2:23][CH:24]([O:27][CH2:29][C:30]([O:32][C:33]([CH3:36])([CH3:35])[CH3:34])=[O:31])[CH:25]=[CH2:26])([C:10]1[CH:15]=[CH:14][CH:13]=[CH:12][CH:11]=1)([C:16]1[CH:17]=[CH:18][CH:19]=[CH:20][CH:21]=1)[C:4]1[CH:9]=[CH:8][CH:7]=[CH:6][CH:5]=1 |f:0.1,5.6,8.9|. Reported procedure: A suspension of tetrabutylammonium hydrogen sulfate (367 g, 1.08 mol, 0.1 equiv.) in toluene (4.63 kg) under nitrogen atmosphere was prepared and cooled down to 0° C. 50% aq. NaOH solution (9.09 kg) was slowly added with the temperature kept under 50° C. Crude mixture from Step 4-(2) (3.95 kg of 1-(trityloxy)but-3-en-2-ol in toluene, total weight 6.34 kg) was slowly added with temperature kept under 15° C. The reaction mixture was stirred for 15 min. tert-Butyl bromoacetate (1.01 kg, 5.19 mol, 0...